Dataset: the Open Reaction Database (ORD), a public repository of structured organic reaction records. Task: describe an organic reaction: reactants, conditions, products, and yield Reactants: BrC1=C(C=C(C(=O)O)C=C1)C (4-bromo-3-methylbenzoic acid), S(=O)(Cl)Cl (thionyl chloride), CC(C)(N)C (1,1-dimethylethanamine). Product: BrC1=C(C=C(C(=O)NC(C)(C)C)C=C1)C (4-Bromo-N-(1,1-dimethylethyl)-3-methylbenzamide). As a reaction SMILES: [Br:1][C:2]1[CH:10]=[CH:9][C:5]([C:6]([OH:8])=O)=[CH:4][C:3]=1[CH3:11].S(Cl)(Cl)=O.[CH3:16][C:17]([CH3:20])([NH2:19])[CH3:18]>>[Br:1][C:2]1[CH:10]=[CH:9][C:5]([C:6]([NH:19][C:17]([CH3:20])([CH3:18])[CH3:16])=[O:8])=[CH:4][C:3]=1[CH3:11]. Reported procedure: From 4-bromo-3-methylbenzoic acid (400 mg), thionyl chloride (0.4 ml) and 1,1-dimethylethanamine (0.8 ml). Reactants: OC=1C=C2C(=NC=NC2=CC1OC)N1CCC(CC1)N1C(N(C2=CC=C(C=C2C1=O)C)C)=O (1,2,3,4-Tetrahydro-3-[1-(6-hydroxy-7-methoxy-4-quinazolinyl)-4-piperidinyl]-1,6-dimethyl-2,4-dioxoquinazoline), BrCC(=O)OCC (ethyl bromoacetate). The product is C(C)OC(=O)COC=1C=C2C(=NC=NC2=CC1OC)N1CCC(CC1)N1C(N(C2=CC=C(C=C2C1=O)C)C)=O (3-[1-(6-Ethoxycarbonylmethoxy-7-methoxy-4-quinazolinyl)-4-piperidinyl]-1,2,3,4-tetrahydro-1,6-dimethyl-2,4-dioxoquinazoline). Isolated yield 54.0%. Reaction SMILES: [OH:1][C:2]1[CH:3]=[C:4]2[C:9](=[CH:10][C:11]=1[O:12][CH3:13])[N:8]=[CH:7][N:6]=[C:5]2[N:14]1[CH2:19][CH2:18][CH:17]([N:20]2[C:29](=[O:30])[C:28]3[C:23](=[CH:24][CH:25]=[C:26]([CH3:31])[CH:27]=3)[N:22]([CH3:32])[C:21]2=[O:33])[CH2:16][CH2:15]1.Br[CH2:35][C:36]([O:38][CH2:39][CH3:40])=[O:37]>>[CH2:39]([O:38][C:36]([CH2:35][O:1][C:2]1[CH:3]=[C:4]2[C:9](=[CH:10][C:11]=1[O:12][CH3:13])[N:8]=[CH:7][N:6]=[C:5]2[N:14]1[CH2:19][CH2:18][CH:17]([N:20]2[C:29](=[O:30])[C:28]3[C:23](=[CH:24][CH:25]=[C:26]([CH3:31])[CH:27]=3)[N:22]([CH3:32])[C:21]2=[O:33])[CH2:16][CH2:15]1)=[O:37])[CH3:40]. Procedure: The procedure similar to that described in Example 1 was repeated, except that 500.0 mg (1.12 mmol) of Compound 90 obtained in Example 80 was used in place of Compound 24 and ethyl bromoacetate was used in place of methyl iodide. As a result, 323.3 mg (yield: 54%) of Compound 94 was obtained as white crystals. Starting materials: ClC=1C=C(C=CC1Cl)N1CCNCC1 (1-(3,4-dichlorophenyl)piperazine), C(C=C)#N (2-propenenitrile). Reagents/catalysts: [Cl-].C[N+](CCCCCCCC)(CCCCCCCC)CCCCCCCC (N-methyl-N,N-dioctyl octanaminiumchloride). The solvent is CC(C)O (2-propanol). The product is ClC=1C=C(C=CC1Cl)N1CCN(CC1)CCC#N (4-(3,4-dichlorophenyl)-1-piperazinepropanenitrile). Isolated yield 98.5%. As a reaction SMILES: [Cl:1][C:2]1[CH:3]=[C:4]([N:9]2[CH2:14][CH2:13][NH:12][CH2:11][CH2:10]2)[CH:5]=[CH:6][C:7]=1[Cl:8].[C:15](#[N:18])[CH:16]=[CH2:17]>[Cl-].C[N+](CCCCCCCC)(CCCCCCCC)CCCCCCCC.CC(O)C>[Cl:1][C:2]1[CH:3]=[C:4]([N:9]2[CH2:14][CH2:13][N:12]([CH2:17][CH2:16][C:15]#[N:18])[CH2:11][CH2:10]2)[CH:5]=[CH:6][C:7]=1[Cl:8] |f:2.3|. Procedure: A mixture of 1-(3,4-dichlorophenyl)piperazine (0.1 mol), 2-propenenitrile (0.15 mol), and N-methyl-N,N-dioctyl octanaminiumchloride (1 ml) in 2-propanol (150 ml) was stirred and refluxed for one hour. The solvent was evaporated and the residue was purified by column chromatography over silica gel (eluent: CH2Cl2 /CH3OH 95/5). The pure fractions were collected and the solvent was evaporated. The residue was stirred in diisopropylether/acetonitrile 10/1. The solvent was evaporated, yielding 28 g (... Starting materials: C(C)(C)(C)C1=CC=C(C=C1)C1=C(C=C(C=C1C)S)C (4′-tert-butyl-2,6-dimethyl-biphenyl-4-thiol), C(C)OC(=O)C=1SC(=CC1)C(C)O ((±)-5-(1-hydroxy-ethyl)-thiophene-2-carboxylic acid ethyl ester), Cl.COC(CCN)=O (3-amino-propionic acid methyl ester hydrochloride salt). The product is COC(CCNC(=O)C=1SC(=CC1)C(C)SC1=CC(=C(C(=C1)C)C1=CC=C(C=C1)C(C)(C)C)C)=O ((±)-3-({5-[1-(4′-tert-butyl-2,6-dimethyl-biphenyl-4-ylsulfanyl)-ethyl]-thiophene-2-carbonyl}-amino)-propionic acid methyl ester). RXN SMILES: [C:1]([C:5]1[CH:10]=[CH:9][C:8]([C:11]2[C:16]([CH3:17])=[CH:15][C:14]([SH:18])=[CH:13][C:12]=2[CH3:19])=[CH:7][CH:6]=1)([CH3:4])([CH3:3])[CH3:2].C(O[C:23]([C:25]1[S:26][C:27]([CH:30](O)[CH3:31])=[CH:28][CH:29]=1)=[O:24])C.Cl.[CH3:34][O:35][C:36](=[O:40])[CH2:37][CH2:38][NH2:39]>>[CH3:34][O:35][C:36](=[O:40])[CH2:37][CH2:38][NH:39][C:23]([C:25]1[S:26][C:27]([CH:30]([S:18][C:14]2[CH:13]=[C:12]([CH3:19])[C:11]([C:8]3[CH:7]=[CH:6][C:5]([C:1]([CH3:4])([CH3:3])[CH3:2])=[CH:10][CH:9]=3)=[C:16]([CH3:17])[CH:15]=2)[CH3:31])=[CH:28][CH:29]=1)=[O:24] |f:2.3|. Procedure: This compound is made by the general method as exemplified in Preparation 107 using 4′-tert-butyl-2,6-dimethyl-biphenyl-4-thiol and (±)-5-(1-hydroxy-ethyl)-thiophene-2-carboxylic acid ethyl ester in Step A and 3-amino-propionic acid methyl ester hydrochloride salt in Step C as the starting materials to provide (±)-3-({5-[1-(4′-tert-butyl-2,6-dimethyl-biphenyl-4-ylsulfanyl)-ethyl]-thiophene-2-carbonyl}-amino)-propionic acid methyl ester (0.279 g) as a white foam. MS (ES): 508.3 [M−H]−. Starting materials: C(C)(C)(C)OC(C1=CC=C(C=C1)N1C[C@H](CC1)OC1=CC=C(C=C1)NC(=O)C=1N=C(OC1C(F)(F)F)C1=CC=CC=C1)=O (4-((S)-3-{4-[(2-phenyl-5-trifluoromethyl-oxazole-4-carbonyl)-amino]-phenoxy}-pyrrolidin-1-yl)-benzoic acid tert-butyl ester). The solvent is C(Cl)Cl (methylene chloride), FC(C(=O)O)(F)F (trifluoroacetic acid). Run at time 1 hour. The product is C1(=CC=CC=C1)C=1OC(=C(N1)C(=O)NC1=CC=C(O[C@@H]2CN(CC2)C2=CC=C(C(=O)O)C=C2)C=C1)C(F)(F)F (4-((S)-3-{4-[(2-phenyl-5-trifluoromethyl-oxazole-4-carbonyl)-amino]-phenoxy}-pyrrolidin-1-yl)-benzoic acid). Yield: 55.2%. RXN SMILES: C([O:5][C:6](=[O:43])[C:7]1[CH:12]=[CH:11][C:10]([N:13]2[CH2:17][CH2:16][C@H:15]([O:18][C:19]3[CH:24]=[CH:23][C:22]([NH:25][C:26]([C:28]4[N:29]=[C:30]([C:37]5[CH:42]=[CH:41][CH:40]=[CH:39][CH:38]=5)[O:31][C:32]=4[C:33]([F:36])([F:35])[F:34])=[O:27])=[CH:21][CH:20]=3)[CH2:14]2)=[CH:9][CH:8]=1)(C)(C)C>C(Cl)Cl.FC(F)(F)C(O)=O>[C:37]1([C:30]2[O:31][C:32]([C:33]([F:36])([F:34])[F:35])=[C:28]([C:26]([NH:25][C:22]3[CH:21]=[CH:20][C:19]([O:18][C@H:15]4[CH2:16][CH2:17][N:13]([C:10]5[CH:11]=[CH:12][C:7]([C:6]([OH:43])=[O:5])=[CH:8][CH:9]=5)[CH2:14]4)=[CH:24][CH:23]=3)=[O:27])[N:29]=2)[CH:38]=[CH:39][CH:40]=[CH:41][CH:42]=1. Procedure: The above 4-((S)-3-{4-[(2-phenyl-5-trifluoromethyl-oxazole-4-carbonyl)-amino]-phenoxy}-pyrrolidin-1-yl)-benzoic acid tert-butyl ester (150 mg) was dissolved in a mixture of methylene chloride (2 mL) and trifluoroacetic acid (4 mL). The mixture was stirred at room temperature for 1 hr and solvents were evaporated. The residue was extracted with ethyl acetate and water. The organic layer was dried and solvents were evaporated. The residue was triturated with ethyl acetate and hexanes to give a tan...